Dataset: the Open Reaction Database (ORD), a public repository of structured organic reaction records. Task: describe an organic reaction: reactants, conditions, products, and yield The reactants are C(C1=CC=CC=C1)OC(C(C[C@@H](N(C(C(C)C)=O)C(=O)OC(C)(C)C)C(N)=O)N)=O (t-butyloxycarbonyl-α-aminoisobutyroyl-D-isoglutamine benzyl ester). The solvent is FC(C(=O)O)(F)F (trifluoroacetic acid). Reaction conditions: time 30 minute. The product is C(C1=CC=CC=C1)OC(C(C[C@@H](NC(C(C)C)=O)C(N)=O)N)=O (α-aminoisobutyroyl-D-isoglutamine benzyl ester). RXN SMILES: [CH2:1]([O:8][C:9](=[O:30])[CH:10]([NH2:29])[CH2:11][C@H:12]([C:26](=[O:28])[NH2:27])[N:13](C(OC(C)(C)C)=O)[C:14](=[O:18])[CH:15]([CH3:17])[CH3:16])[C:2]1[CH:7]=[CH:6][CH:5]=[CH:4][CH:3]=1>FC(F)(F)C(O)=O>[CH2:1]([O:8][C:9](=[O:30])[CH:10]([NH2:29])[CH2:11][C@H:12]([C:26](=[O:28])[NH2:27])[NH:13][C:14](=[O:18])[CH:15]([CH3:17])[CH3:16])[C:2]1[CH:7]=[CH:6][CH:5]=[CH:4][CH:3]=1. Procedure details: In trifluoroacetic acid (7 ml) was dissolved the above t-butyloxycarbonyl-α-aminoisobutyroyl-D-isoglutamine benzyl ester (632 mg, 1.5 m mols) and the reaction was conducted at room temperature for 30 minutes. The solvent was distilled off and diethyl ether was added to the residue. The precipitated α-aminoisobutyroyl-D-isoglutamine benzyl ester trifluoroacetate was recovered by filtration. It was dissolved in tetrahydrofuran (10 ml) and, under ice-cooling neutralized with triethylamine (0.21 ml)... Product: C1(=CC=CC=C1)C1(CCNCC1)OC1=NC=CN=C1 (2-(4-Phenyl-4-piperidinyloxy)pyrazine). Procedure details: A mixture of 4-phenyl-4-piperidinol (7.1 g, 40 mM), DMSO (50 ml) and sodium hydride (2 g of a 50% dispersion in oil) was heated at 80° until homogenous, cooled to room temperature and treated with chloropyrazine (4.6 g, 40 mM) in DMSO (10 ml). After 24 hours the reaction mixture was poured on to water (250 ml) and extracted with toluene (2×250 ml). The combined organic phases were washed with brine, dried and the solvents removed under reduced pressure. Sublimation of the residue at 0.1 mm Hg (b... Isolated yield 3.9%. RXN SMILES: [C:1]1([C:7]2([OH:13])[CH2:12][CH2:11][NH:10][CH2:9][CH2:8]2)[CH:6]=[CH:5][CH:4]=[CH:3][CH:2]=1.[H-].[Na+].Cl[C:17]1[CH:22]=[N:21][CH:20]=[CH:19][N:18]=1.O>CS(C)=O>[C:1]1([C:7]2([O:13][C:17]3[CH:22]=[N:21][CH:20]=[CH:19][N:18]=3)[CH2:12][CH2:11][NH:10][CH2:9][CH2:8]2)[CH:2]=[CH:3][CH:4]=[CH:5][CH:6]=1 |f:1.2|. Run in CS(=O)C (DMSO), CS(=O)C (DMSO). The reactants are O (water), ClC1=NC=CN=C1 (chloropyrazine), C1(=CC=CC=C1)C1(CCNCC1)O (4-phenyl-4-piperidinol), [H-].[Na+] (sodium hydride). Reactants: O.NC=1NC(C2=C(N1)N(C(S2)=O)[C@H]2[C@H](O)[C@H](O)[C@H](O2)CO)=O (5-Amino-3-beta-D-ribofuranosylthiazolo(4,5-d)pyrimidine-2,7(3H,6H)-dione monohydrate), CCC[C@@H](C(=O)C(=O)NC1CC1)NC(=O)[C@@H]2[C@H]3CCC[C@H]3CN2C(=O)[C@H](C(C)(C)C)NC(=O)[C@H](C4CCCCC4)NC(=O)C=5C=NC=CN5 (VX-950), S1C(NC=2NC=NC(C21)=O)=O (Thiazolo(4,5-d)pyrimidine-2,7(3H,4H)-dione), monohydrate. The product is C([C@@H]1[C@H]([C@H]([C@@H](O1)N2C3=C(C(=O)N=C(N3)N)SC2=O)O)O)O (ANA245). Reaction SMILES: O.[NH2:2][C:3]1[NH:4][C:5](=[O:22])[C:6]2[S:11][C:10](=[O:12])[N:9]([C@@H:13]3[O:19][C@H:18]([CH2:20][OH:21])[C@@H:16]([OH:17])[C@H:14]3[OH:15])[C:7]=2[N:8]=1.S1C2C(=O)N=CNC=2NC1=O.CCC[C@H](NC([C@H]1N(C([C@@H](NC([C@@H](NC(C2C=NC=CN=2)=O)C2CCCCC2)=O)C(C)(C)C)=O)C[C@H]2[C@@H]1CCC2)=O)C(C(NC1CC1)=O)=O>>[CH2:20]([OH:21])[C@H:18]1[O:19][C@@H:13]([N:9]2[C:10](=[O:12])[S:11][C:6]3[C:5]([N:4]=[C:3]([NH2:2])[NH:8][C:7]2=3)=[O:22])[C@H:14]([OH:15])[C@@H:16]1[OH:17] |f:0.1|. Reported procedure: 5-Amino-3-beta-D-ribofuranosylthiazolo(4,5-d)pyrimidine-2,7(3H,6H)-dione monohydrate; Thiazolo(4,5-d)pyrimidine-2,7(3H,4H)-dione, 5-amino-3-beta-D-ribofuranosyl-, monohydrate); VX-950 The reactants are O=C(c1cccs1)c1cc2c(c(Cl)c1Cl)OC(C(=O)O)C2, O=S(Cl)Cl, c1ccccc1. Yields the product O=C(c1cccs1)c1cc2c(c(Cl)c1Cl)OC(C(=O)Cl)C2. Reaction SMILES: [Cl:1][c:2]1[c:3]([Cl:21])[c:4]2[c:5]([cH:12][c:13]1[C:14]([c:15]1[cH:16][cH:17][cH:18][s:19]1)=[O:20])[CH2:6][CH:7]([C:9](=[O:10])[OH:11])[O:8]2.[S:22]([Cl:23])([Cl:24])=[O:25].[cH:26]1[cH:27][cH:28][cH:29][cH:30][cH:31]1>>[Cl:1][c:2]1[c:3]([Cl:21])[c:4]2[c:5]([cH:12][c:13]1[C:14]([c:15]1[cH:16][cH:17][cH:18][s:19]1)=[O:20])[CH2:6][CH:7]([C:9](=[O:10])[Cl:24])[O:8]2. The reactants are CO (methanol), C1(=CC=CC=C1)N1NC=2N(C(C=C(C2C1=O)C)=O)C1=CC=CC=C1 (2,7-diphenyl-4-methylpyrazolo(3,4-b) pyridine-3,6-dione), Cl.C1(=CC=CC=C1)N=CC=CC=CNC1=CC=CC=C1 (1,7-diphenyl-1,7-diaza-1,3,5-heptatriene hydrochloride), C(C)(=O)OC(C)=O (acetic anhydride). Run at time 1 hour. Solvent: C(C)N(CC)CC (triethylamine). Reaction SMILES: CO.[C:3]1([N:9]2[C:17](=[O:18])[C:16]3[C:15]([CH3:19])=[CH:14][C:13](=[O:20])[N:12]([C:21]4[CH:26]=[CH:25][CH:24]=[CH:23][CH:22]=4)[C:11]=3[NH:10]2)[CH:8]=[CH:7][CH:6]=[CH:5][CH:4]=1.Cl.C1(N=[CH:35][CH:36]=[CH:37][CH:38]=[CH:39][NH:40][C:41]2[CH:46]=[CH:45][CH:44]=[CH:43][CH:42]=2)C=CC=CC=1.[C:47](OC(=O)C)(=[O:49])[CH3:48]>C(N(CC)CC)C>[C:47]([N:40]([CH2:39][CH:38]=[C:37]=[CH:36][CH:35]=[C:14]1[C:13](=[O:20])[N:12]([C:21]2[CH:22]=[CH:23][CH:24]=[CH:25][CH:26]=2)[C:11]2=[N:10][N:9]([C:3]3[CH:4]=[CH:5][CH:6]=[CH:7][CH:8]=3)[C:17](=[O:18])[C:16]2=[C:15]1[CH3:19])[C:41]1[CH:42]=[CH:43][CH:44]=[CH:45][CH:46]=1)(=[O:49])[CH3:48] |f:2.3|. Procedure details: In a solution prepared by adding methanol (50 ml) and triethylamine (2.8 ml) to 2,7-diphenyl-4-methylpyrazolo(3,4-b) pyridine-3,6-dione (3.17 g), 1,7-diphenyl-1,7-diaza-1,3,5-heptatriene hydrochloride (2.85 g) was dissolved and then acetic anhydride (1.88 ml) was added, and the mixture was stirred at room temperature for one hour. The resulting precipitate was collected by filtration, washed with methanol and dried to obtain 5-[5-(N-acetylanilino)-2,3-pentadienylidene]-2,7-diphenyl-4-methylpyraz... Yields the product C(C)(=O)N(C1=CC=CC=C1)CC=C=CC=C1C(=C2C(N(C1=O)C1=CC=CC=C1)=NN(C2=O)C2=CC=CC=C2)C (5-[5-(N-acetylanilino)-2,3-pentadienylidene]-2,7-diphenyl-4-methylpyrazolo(3,4-b)pyridin-3, 6-dione). The reactants are BrCCC=1C=C(C(=O)OCC)C=CC1 (3-(bromoethyl)benzoic acid, ethyl ester), C1(=CC=CC=C1)P(C1=CC=CC=C1)C1=CC=CC=C1 (triphenyl phosphine). Run in C1(=CC=CC=C1)C (toluene). Run at temperature 70 celsius, time 16 hour. Product: [Br-].C(C)OC(=O)C=1C=C(C=CC1)C[P+](C1=CC=CC=C1)(C1=CC=CC=C1)C1=CC=CC=C1 ([[3-(ethoxycarbonyl)phenyl]methyl]triphenylphosphonium bromide). Reaction SMILES: [Br:1]C[CH2:3][C:4]1[CH:5]=[C:6]([CH:12]=[CH:13][CH:14]=1)[C:7]([O:9][CH2:10][CH3:11])=[O:8].[C:15]1([P:21]([C:28]2[CH:33]=[CH:32][CH:31]=[CH:30][CH:29]=2)[C:22]2[CH:27]=[CH:26][CH:25]=[CH:24][CH:23]=2)[CH:20]=[CH:19][CH:18]=[CH:17][CH:16]=1>C1(C)C=CC=CC=1>[Br-:1].[CH2:10]([O:9][C:7]([C:6]1[CH:5]=[C:4]([CH2:3][P+:21]([C:22]2[CH:23]=[CH:24][CH:25]=[CH:26][CH:27]=2)([C:28]2[CH:33]=[CH:32][CH:31]=[CH:30][CH:29]=2)[C:15]2[CH:16]=[CH:17][CH:18]=[CH:19][CH:20]=2)[CH:14]=[CH:13][CH:12]=1)=[O:8])[CH3:11] |f:3.4|. Procedure details: A mixture of 3-(bromoethyl)benzoic acid, ethyl ester (12.2 g, 0.050 mol) and triphenyl phosphine (13.1 g, 0.05 mol) in toluene (50 ml) was stirred at 70° C. for 16 hours to yield [[3-(ethoxycarbonyl)phenyl]methyl]triphenylphosphonium bromide as a colorless crystalline solid which was filtered off, washed with toluene and dried under vacuum.